Dataset: the Open Reaction Database (ORD), a public repository of structured organic reaction records. Task: describe an organic reaction: reactants, conditions, products, and yield The reactants are [N+](=O)([O-])[O-] (nitrate), C(C1=CC=CC=C1)C1CCC(N1C)=O (5-benzyl-1-methylpyrrolidin-2-one), [N+](=O)(O)[O-].S(O)(O)(=O)=O (nitric acid sulfuric acid), C(C1=CC=CC=C1)C1CCC(N1)=O (5-benzylpyrrolidin-2-one), CI (methyl iodide), C([O-])([O-])=O.[K+].[K+] (potassium carbonate). The solvent is CC(=O)CC (ethyl methyl ketone). Product: NC1=CC=C(CC2CCC(N2C)=O)C=C1 (5-(4-aminobenzyl)-1-methylpyrrolidin-2-one). Reaction SMILES: C(C1[NH:12]C(=O)CC1)C1C=CC=CC=1.CI.C(=O)([O-])[O-].[K+].[K+].[N+]([O-])([O-])=O.[CH2:26]([CH:33]1[N:37]([CH3:38])[C:36](=[O:39])[CH2:35][CH2:34]1)[C:27]1[CH:32]=[CH:31][CH:30]=[CH:29][CH:28]=1.[N+]([O-])(O)=O.S(=O)(=O)(O)O>CC(CC)=O>[NH2:12][C:30]1[CH:31]=[CH:32][C:27]([CH2:26][CH:33]2[N:37]([CH3:38])[C:36](=[O:39])[CH2:35][CH2:34]2)=[CH:28][CH:29]=1 |f:2.3.4,7.8|. Reported procedure: Methylate 5-benzylpyrrolidin-2-one with methyl iodide in the presence of potassium carbonate in ethyl methyl ketone; nitrate the thus-obtained 5-benzyl-1-methylpyrrolidin-2-one with nitric acid/sulfuric acid, pour the resulting reaction product onto ice water, extract it with methylene chloride, evaporate solvent from the extract and hydrogenate the thus-obtained 1-methyl-5-(4-nitrobenzyl)pyrrolidin-2-one with platinum/hydrogen without further purification to obtain 5-(4-aminobenzyl)-1-methylpyr...